This data is from the Open Reaction Database (ORD), a public repository of structured organic reaction records. The task is: describe an organic reaction: reactants, conditions, products, and yield Reactants: ClC=1C=C(C#N)C=CC1F (3-chloro-4-fluoro-benzonitrile), O (water), CN(C1CNCC1)C (3-dimethylamino-pyrrolidine), [H-].[Na+] (sodium hydride). Solvent: CN(C)C=O (DMF). Product: ClC=1C=C(C#N)C=CC1N1CC(CC1)N(C)C (3-chloro-4-(3-dimethylamino-pyrrolidin-1-yl)-benzonitrile). Reaction SMILES: [Cl:1][C:2]1[CH:3]=[C:4]([CH:7]=[CH:8][C:9]=1F)[C:5]#[N:6].[CH3:11][N:12]([CH3:18])[CH:13]1[CH2:17][CH2:16][NH:15][CH2:14]1.[H-].[Na+].O>CN(C=O)C>[Cl:1][C:2]1[CH:3]=[C:4]([CH:7]=[CH:8][C:9]=1[N:15]1[CH2:16][CH2:17][CH:13]([N:12]([CH3:18])[CH3:11])[CH2:14]1)[C:5]#[N:6] |f:2.3|. Procedure: 0.75 g (4.82 mmol) 3-chloro-4-fluoro-benzonitrile together with 0.65 ml (0.58 g, 5.06 mmol) 3-dimethylamino-pyrrolidine in 12 ml DMF are combined with 231 mg (5.30 mmol) 55% sodium hydride dispersion at ambient temperature with stirring and under an argon atmosphere. After stirring at ambient temperature for 3.5 h the reaction mixture is poured into water and extracted with ethyl acetate after thorough mixing. The combined organic phases are washed with sat. sodium chloride solution, dried over ... Reaction SMILES: [Cl:1][C:2]1[CH:17]=[CH:16][C:5]([O:6][CH:7]([CH3:15])[C:8](=O)[CH:9]=[CH:10][N:11]([CH3:13])C)=[CH:4][CH:3]=1.NC1[N:23]=[C:22]([CH3:24])[NH:21][N:20]=1>C(O)(=O)C>[Cl:1][C:2]1[CH:3]=[CH:4][C:5]([O:6][CH:7]([C:8]2[N:20]3[N:21]=[C:22]([CH3:24])[N:23]=[C:13]3[N:11]=[CH:10][CH:9]=2)[CH3:15])=[CH:16][CH:17]=1. The product is ClC1=CC=C(OC(C)C2=CC=NC=3N2N=C(N3)C)C=C1 (7-[1-(4-chlorophenoxy)ethyl]-2-methyl-1,2,4-triazolo [1,5-a]pyrimidine). The solvent is C(C)(=O)O (acetic acid), C(C)(=O)O (acetic acid). The reactants are ClC1=CC=C(OC(C(C=CN(C)C)=O)C)C=C1 (4-(4-chlorophenoxy)-1-(dimethylamino)-1-penten-3-one), NC1=NNC(=N1)C (3-amino-5-methyl-1,2,4-triazole), ice water. Procedure details: A solution of 4-(4-chlorophenoxy)-1-(dimethylamino)-1-penten-3-one (1.58 g, prepared in a similar manner to that described in Example 2 above) in glacial acetic acid (5 ml) was added to a stirred solution of 3-amino-5-methyl-1,2,4-triazole (0.62 g) in glacial acetic acid (10 ml). The mixture was heated under reflux for 2 hours and 30 minutes and then cooled to room temperature. The mixture was then poured into ice-water (50 ml) and extracted with toluene. The toluene extracts were washed with a ... Reactants: CCCBr, Cc1cc(O)cc(C)c1N=Nc1ccccc1, [Na]. Yields the product CCCOc1cc(C)c(N=Nc2ccccc2)c(C)c1. As a reaction SMILES: [Br:19][CH2:20][CH2:21][CH3:22].[CH3:2][c:3]1[c:4]([N:11]=[N:12][c:13]2[cH:14][cH:15][cH:16][cH:17][cH:18]2)[c:5]([CH3:10])[cH:6][c:7]([OH:9])[cH:8]1.[Na:1]>>[CH3:2][c:3]1[c:4]([N:11]=[N:12][c:13]2[cH:14][cH:15][cH:16][cH:17][cH:18]2)[c:5]([CH3:10])[cH:6][c:7]([O:9][CH2:20][CH2:21][CH3:22])[cH:8]1. Reactants: OO (hydrogen peroxide), C(#N)C1=CC=C(C=C1)NC1=NC=C(C(=N1)NCCC)C(=O)OCC (ethyl 2-((4-cyanophenyl)amino)-4-(propylamino)pyrimidine-5-carboxylate), Cl (hydrochloric acid). Solvent: O1CCCC1 (tetrahydrofuran), CO (methanol), O (water), [OH-].[Na+] (sodium hydroxide). Conditions: temperature 55 celsius, time 20 minute. Product: C(N)(=O)C1=CC=C(C=C1)NC1=NC=C(C(=N1)NCCC)C(=O)O (2-((4-carbamoylphenyl)amino)-4-(propylamino)pyrimidine-5-carboxylic acid). Reaction SMILES: [C:1]([C:3]1[CH:8]=[CH:7][C:6]([NH:9][C:10]2[N:15]=[C:14]([NH:16][CH2:17][CH2:18][CH3:19])[C:13]([C:20]([O:22]CC)=[O:21])=[CH:12][N:11]=2)=[CH:5][CH:4]=1)#[N:2].[OH:25]O.Cl>O1CCCC1.CO.O.[OH-].[Na+]>[C:1]([C:3]1[CH:8]=[CH:7][C:6]([NH:9][C:10]2[N:15]=[C:14]([NH:16][CH2:17][CH2:18][CH3:19])[C:13]([C:20]([OH:22])=[O:21])=[CH:12][N:11]=2)=[CH:5][CH:4]=1)(=[O:25])[NH2:2] |f:6.7|. Reported procedure: To a solution of ethyl 2-((4-cyanophenyl)amino)-4-(propylamino)pyrimidine-5-carboxylate (C4, 800 mg) in tetrahydrofuran (25 mL) and methanol (25 mL), water (2 mL) and 4.0 mol/L aqueous sodium hydroxide (8 mL) were added at room temperature, and the mixture was stirred at 55° C. for 1 hour and 20 minutes. The reaction mixture was cooled to room temperature, and then 35% aqueous hydrogen peroxide (8 mL) was added to the mixture, and the mixture was stirred at the same temperature for 45 minutes. T... The reactants are BrC1=CC=C(C=C1)NC(C1=C(N=C(C(=C1)[N+](=O)[O-])NC)OCC(F)F)=O (N-(4-bromo-phenyl)-2-(2,2-difluoro-ethoxy)-6-methylamino-5-nitro-nicotinamide). Reagents/catalysts: [Ni] (Ra—Ni). The solvent is C1CCOC1 (THF). Run at time 6 hour. Product: NC=1C(=NC(=C(C(=O)NC2=CC=C(C=C2)Br)C1)OCC(F)F)NC (5-Amino-N-(4-bromo-phenyl)-2-(2,2-difluoro-ethoxy)-6-methylamino-nicotinamide). Reaction SMILES: [Br:1][C:2]1[CH:7]=[CH:6][C:5]([NH:8][C:9](=[O:26])[C:10]2[CH:15]=[C:14]([N+:16]([O-])=O)[C:13]([NH:19][CH3:20])=[N:12][C:11]=2[O:21][CH2:22][CH:23]([F:25])[F:24])=[CH:4][CH:3]=1>[Ni].C1COCC1>[NH2:16][C:14]1[C:13]([NH:19][CH3:20])=[N:12][C:11]([O:21][CH2:22][CH:23]([F:25])[F:24])=[C:10]([CH:15]=1)[C:9]([NH:8][C:5]1[CH:4]=[CH:3][C:2]([Br:1])=[CH:7][CH:6]=1)=[O:26]. Reported procedure: A mixture of N-(4-bromo-phenyl)-2-(2,2-difluoro-ethoxy)-6-methylamino-5-nitro-nicotinamide (150 mg, 0.35 mmol), THF (10 mL) and Ra—Ni (15 mg) is stirred for 6 h at rt under a hydrogen atmosphere (3.0 bar). The catalyst is removed by filtration and the filtrate is concentrated to give the sub-title compound.